From a dataset of the Open Reaction Database (ORD), a public repository of structured organic reaction records. describe an organic reaction: reactants, conditions, products, and yield Yields the product COC(=O)C(C)Oc1cccc2ncnc(Nc3ccc4c(cnn4Cc4ccccn4)c3)c12. RXN SMILES: [C:29]([CH:30]([OH:31])[CH3:32])(=[O:33])[O:34][CH3:35].[Cl:55][CH2:56][Cl:57].[c:36]1([P:37]([c:38]2[cH:39][cH:40][cH:41][cH:42][cH:43]2)[c:44]2[cH:45][cH:46][cH:47][cH:48][cH:49]2)[cH:50][cH:51][cH:52][cH:53][cH:54]1.[n:1]1[c:2]([CH2:7][n:8]2[n:9][cH:10][c:11]3[cH:12][c:13]([NH:17][c:18]4[n:19][cH:20][n:21][c:22]5[cH:23][cH:24][cH:25][c:26]([OH:28])[c:27]45)[cH:14][cH:15][c:16]23)[cH:3][cH:4][cH:5][cH:6]1>>[n:1]1[c:2]([CH2:7][n:8]2[n:9][cH:10][c:11]3[cH:12][c:13]([NH:17][c:18]4[n:19][cH:20][n:21][c:22]5[cH:23][cH:24][cH:25][c:26]([O:28][CH:30]([C:29](=[O:33])[O:34][CH3:35])[CH3:32])[c:27]45)[cH:14][cH:15][c:16]23)[cH:3][cH:4][cH:5][cH:6]1. The reactants are COC(=O)C(C)O, ClCCl, c1ccc(P(c2ccccc2)c2ccccc2)cc1, Oc1cccc2ncnc(Nc3ccc4c(cnn4Cc4ccccn4)c3)c12. The reactants are Cl.O1CCOCC1 (HCl dioxane), C(C)(C)(C)OC(=O)N[C@H](C1=CC=CC=C1)COCC (N-t-butoxycarbonyl-(R)-α-ethoxymethylbenzylamine). Conditions: time 1 hour. The product is Cl.C(C)OC[C@@H](C1=CC=CC=C1)N ((R)-α-ethoxymethylbenzylamine hydrochloride). Reaction SMILES: [ClH:1].O1CCOCC1.C(OC([NH:15][C@@H:16]([CH2:23][O:24][CH2:25][CH3:26])[C:17]1[CH:22]=[CH:21][CH:20]=[CH:19][CH:18]=1)=O)(C)(C)C>>[ClH:1].[CH2:25]([O:24][CH2:23][C@H:16]([NH2:15])[C:17]1[CH:22]=[CH:21][CH:20]=[CH:19][CH:18]=1)[CH3:26] |f:0.1,3.4|. Procedure details: 12.5 ml of 4N-HCl/dioxane solution were added to 0.66 g (2.5 mmols) of N-t-butoxycarbonyl-(R)-α-ethoxymethylbenzylamine, and the mixture was stirred at room temperature for one hour. The reaction mixture was concentrated under reduced pressure, 30 ml of ether was added to the residue, and this was further concentrated to obtain (R)-α-ethoxymethylbenzylamine hydrochloride at a quantitative yield. The solvent is ClCCl.CO.C(C)(=O)O.O (dichloromethane methanol acetic acid water). RXN SMILES: [Cl:1][C:2]1[CH:7]=[CH:6][CH:5]=[C:4]([Cl:8])[C:3]=1[N:9]1[CH2:18][C:17]2[C:12](=[N:13][C:14](S(C)(=O)=O)=[N:15][CH:16]=2)[N:11]([CH:23]2[CH2:28][CH2:27][CH2:26][CH:25]=[CH:24]2)[C:10]1=[O:29].[CH2:30]([N:32]([CH2:43][CH3:44])[CH2:33][CH2:34][O:35][C:36]1[CH:42]=[CH:41][C:39]([NH2:40])=[CH:38][CH:37]=1)[CH3:31]>ClCCl.CO.C(O)(=O)C.O>[Cl:1][C:2]1[CH:7]=[CH:6][CH:5]=[C:4]([Cl:8])[C:3]=1[N:9]1[CH2:18][C:17]2[C:12](=[N:13][C:14]([NH:40][C:39]3[CH:38]=[CH:37][C:36]([O:35][CH2:34][CH2:33][N:32]([CH2:43][CH3:44])[CH2:30][CH3:31])=[CH:42][CH:41]=3)=[N:15][CH:16]=2)[N:11]([CH:23]2[CH2:28][CH2:27][CH2:26][CH:25]=[CH:24]2)[C:10]1=[O:29] |f:2.3.4.5|. Run at temperature 180 celsius. The yield is 5.7%. Procedure details: A mixture of 70 mg (0.15 mmol) of 3-(2,6-dichlorophenyl)-1-[2-cyclohexen-1(RS)-yl]-7-methanesulfonyl-3,4-dihydropyrimido[4,5-d]pyrimidin-2(1H)-one and 150 mg (0.7 mmol) of 4-[2-(diethylamino)ethoxy]aniline was heated at 180° C. for 35 minutes and then cooled. The residue was subjected to column chromatography on silica gel using dichloromethane/methanol/acetic acid/water (240:24:3:2) for the elution. Product-containing fractions were combined and evaporated and the residue was evaporated with to... Yields the product ClC1=C(C(=CC=C1)Cl)N1C(N(C2=NC(=NC=C2C1)NC1=CC=C(C=C1)OCCN(CC)CC)C1C=CCCC1)=O (3-(2,6-dichlorophenyl)-1-[2-cyclohexen-1(RS)-yl]-7-[4-[2-(diethylamino)ethoxy]anilino]-3,4-dihydropyrimido[4,5-d]pyrimidin-2(1H)-one). Reactants: ClC1=C(C(=CC=C1)Cl)N1C(N(C2=NC(=NC=C2C1)S(=O)(=O)C)C1C=CCCC1)=O (3-(2,6-dichlorophenyl)-1-[2-cyclohexen-1(RS)-yl]-7-methanesulfonyl-3,4-dihydropyrimido[4,5-d]pyrimidin-2(1H)-one), C(C)N(CCOC1=CC=C(N)C=C1)CC (4-[2-(diethylamino)ethoxy]aniline).